This data is from the Open Reaction Database (ORD), a public repository of structured organic reaction records. The task is: describe an organic reaction: reactants, conditions, products, and yield The reactants are O (water), BrC=1C=C(C(=NC1)O)[N+](=O)[O-] (5-bromo-2-hydroxy-3-nitro-pyridine), P(=O)(Cl)(Cl)Cl (phosphorus oxychloride), C([O-])(O)=O.[Na+] (sodium bicarbonate). Conditions: temperature 130 celsius. Yields the product BrC=1C=C(C(=NC1)Cl)[N+](=O)[O-] (5-Bromo-2-chloro-3-nitro-pyridine). As a reaction SMILES: [Br:1][C:2]1[CH:3]=[C:4]([N+:9]([O-:11])=[O:10])[C:5](O)=[N:6][CH:7]=1.O.C(=O)(O)[O-].[Na+].P(Cl)(Cl)([Cl:20])=O>>[Br:1][C:2]1[CH:3]=[C:4]([N+:9]([O-:11])=[O:10])[C:5]([Cl:20])=[N:6][CH:7]=1 |f:2.3|. Procedure details: A suspension of 5-bromo-2-hydroxy-3-nitro-pyridine (10 g; ex. Maybridge) in phosphorus oxychloride (10 ml) was heated at 130° C. to give a red solution. The solution was heated at 130° C. for 2.5. The reaction mixture was poured onto iced water and then neutralised by the portionwise addition of solid sodium bicarbonate. The aqueous was extracted twice with ethyl acetate and the combined organics were dried (MgSO4), filtered and evaporated to give the title compound as a yellow solid (10.28 g). Starting materials: C(C)(C)C=1C(=CC(=C(C=O)C1)C)OC (5-Isopropyl-4-methoxy-2-methylbenzaldehyde), FC=1C=C2CC(NC2=CC1)=O (5-fluoro-2-oxindole). Product: FC=1C=C2C(C(NC2=CC1)=O)=CC1=C(C=C(C(=C1)C(C)C)OC)C (5-fluoro-3-(5-isopropyl-4-methoxy-2-methylbenzylidene)-1,3-dihydroindol-2-one). Reaction SMILES: [CH:1]([C:4]1[C:5]([O:13][CH3:14])=[CH:6][C:7]([CH3:12])=[C:8]([CH:11]=1)[CH:9]=O)([CH3:3])[CH3:2].[F:15][C:16]1[CH:17]=[C:18]2[C:22](=[CH:23][CH:24]=1)[NH:21][C:20](=[O:25])[CH2:19]2>>[F:15][C:16]1[CH:17]=[C:18]2[C:22](=[CH:23][CH:24]=1)[NH:21][C:20](=[O:25])[C:19]2=[CH:9][C:8]1[CH:11]=[C:4]([CH:1]([CH3:3])[CH3:2])[C:5]([O:13][CH3:14])=[CH:6][C:7]=1[CH3:12]. Reported procedure: 5-Isopropyl-4-methoxy-2-methylbenzaldehyde was condensed with 5-fluoro-2-oxindole to give 0.25 g of 5-fluoro-3-(5-isopropyl-4-methoxy-2-methylbenzylidene)-1,3-dihydroindol-2-one as a yellow-orange solid. Product: FC(C1(CCC1)OC(OC1=CC=C(C=C1)[N+](=O)[O-])=O)(F)F (carbonic acid 4-nitro-phenyl ester 1-trifluoromethyl-cyclobutyl ester). Reaction conditions: time 2 day. RXN SMILES: [F:1][C:2]([F:9])([F:8])[C:3]1([OH:7])[CH2:6][CH2:5][CH2:4]1.N1C=CC=CC=1.Cl[C:17]([O:19][C:20]1[CH:25]=[CH:24][C:23]([N+:26]([O-:28])=[O:27])=[CH:22][CH:21]=1)=[O:18]>ClCCl>[F:1][C:2]([F:9])([F:8])[C:3]1([O:7][C:17](=[O:18])[O:19][C:20]2[CH:21]=[CH:22][C:23]([N+:26]([O-:28])=[O:27])=[CH:24][CH:25]=2)[CH2:6][CH2:5][CH2:4]1. Isolated yield 48.1%. Solvent: ClCCl (dichloromethane), ClCCl (dichloromethane). Procedure: To 1-trifluoromethyl-cyclobutanol (2.2 g, 15 mmol) in dichloromethane (7.5 mL, 2M) was added pyridine (3 mL) and 4-nitrophenyl chloroformate (4 g, 18.3 mmol). The flask was sealed and stirred at room temperature for 2 days. The reaction was diluted with dichloromethane (50 mL) and washed with 1M KHSO4(aq), saturated sodium bicarbonate, water, and brine. The organic layer was dried over sodium sulfate and concentrated in vacuo. Purification by flash column chromatography (gradient elution with 10... The reactants are FC(C1(CCC1)O)(F)F (1-trifluoromethyl-cyclobutanol), N1=CC=CC=C1 (pyridine), ClC(=O)OC1=CC=C(C=C1)[N+](=O)[O-] (4-nitrophenyl chloroformate). The reactants are ClC(C(O[C@@H]1[C@H](OC(C)=O)[C@@H](OC(C)=O)[C@H](OC(C)=O)CS1)=N)(Cl)Cl (2,3,4-tri-O-acetyl-5-thio-α-D-xylopyranosyl trichloroacetimidate), SC1=CC=C(C#N)C=C1 (4-mercaptobenzonitrile). The reagents and catalysts are [Cl-].[Zn+2].[Cl-] (zinc chloride). The solvent is C(C)#N (acetonitrile). Product: C(C)(=O)O[C@H]1[C@H](SC2=CC=C(C=C2)C#N)SC[C@H]([C@@H]1OC(C)=O)OC(C)=O (4-cyanophenyl 2,3,4-tri-O-acetyl-1,5-dithio-β-D-xylopyranoside). The yield is 23.0%. As a reaction SMILES: ClC(Cl)(Cl)C(=N)O[C@H:5]1[S:22][CH2:21][C@@H:16]([O:17][C:18](=[O:20])[CH3:19])[C@H:11]([O:12][C:13](=[O:15])[CH3:14])[C@H:6]1[O:7][C:8](=[O:10])[CH3:9].[SH:26][C:27]1[CH:34]=[CH:33][C:30]([C:31]#[N:32])=[CH:29][CH:28]=1>C(#N)C.[Cl-].[Zn+2].[Cl-]>[C:8]([O:7][C@@H:6]1[C@@H:11]([O:12][C:13](=[O:15])[CH3:14])[C@H:16]([O:17][C:18](=[O:20])[CH3:19])[CH2:21][S:22][C@H:5]1[S:26][C:27]1[CH:34]=[CH:33][C:30]([C:31]#[N:32])=[CH:29][CH:28]=1)(=[O:10])[CH3:9] |f:3.4.5|. Procedure details: A suspension of 192 mg (0.44.10-3 mol) of 2,3,4-tri-O-acetyl-5-thio-α-D-xylopyranosyl trichloroacetimidate, 71 mg (0.52.10-3 mol) of 4-mercaptobenzonitrile, 20 mg (0.15.10-3 mol) of zinc chloride and a 400 pm sieve in 2 ml of acetonitrile is stirred for 4 h under an inert atmosphere. The reaction mixture is then filtered on Celite® in ethyl acetate and subsequently washed with a 1N solution of sodium hydroxide, water and finally a saturated solution of sodium chloride, dried over magnesium sulfa... The reactants are O=C([O-])[O-], CCN(c1cc(F)ccc1[N+](=O)[O-])S(C)(=O)=O, CS(C)=O, [K+], [K+], CC(C)(C)OC(=O)N1CCCNCC1, O. Yields the product CCN(c1cc(N2CCCN(C(=O)OC(C)(C)C)CC2)ccc1[N+](=O)[O-])S(C)(=O)=O. As a reaction SMILES: [C:32](=[O:33])([O-:34])[O-:35].[CH2:1]([CH3:2])[N:3]([S:4](=[O:5])(=[O:6])[CH3:7])[c:8]1[c:9]([N+:15](=[O:16])[O-:17])[cH:10][cH:11][c:12]([F:14])[cH:13]1.[CH3:39][S:40]([CH3:41])=[O:42].[K+:36].[K+:37].[N:18]1([C:25](=[O:26])[O:27][C:28]([CH3:29])([CH3:30])[CH3:31])[CH2:19][CH2:20][NH:21][CH2:22][CH2:23][CH2:24]1.[OH2:38]>>[CH2:1]([CH3:2])[N:3]([S:4](=[O:5])(=[O:6])[CH3:7])[c:8]1[c:9]([N+:15](=[O:16])[O-:17])[cH:10][cH:11][c:12]([N:21]2[CH2:20][CH2:19][N:18]([C:25](=[O:26])[O:27][C:28]([CH3:29])([CH3:30])[CH3:31])[CH2:24][CH2:23][CH2:22]2)[cH:13]1.